This data is from the Open Reaction Database (ORD), a public repository of structured organic reaction records. The task is: describe an organic reaction: reactants, conditions, products, and yield Reactants: ClC1=CC=C2C=CNC2=C1 (6-chloro-1H-indole), IC1=CC(=CC=C1)OC (1-iodo-3-methoxybenzene). Yields the product COC1=CC(=CC=C1)N1C=CC2=CC=C(C=C12)Cl (3-(6-CHLORO-1H-INDOL-1-YL)PHENYL METHYL ETHER). As a reaction SMILES: [Cl:1][C:2]1[CH:10]=[C:9]2[C:5]([CH:6]=[CH:7][NH:8]2)=[CH:4][CH:3]=1.I[C:12]1[CH:17]=[CH:16][CH:15]=[C:14]([O:18][CH3:19])[CH:13]=1>>[CH3:19][O:18][C:14]1[CH:15]=[CH:16][CH:17]=[C:12]([N:8]2[C:9]3[C:5](=[CH:4][CH:3]=[C:2]([Cl:1])[CH:10]=3)[CH:6]=[CH:7]2)[CH:13]=1. Procedure: Prepared by Procedure C and Scheme O using 6-chloro-1H-indole and 1-iodo-3-methoxybenzene: ESMS m/e: 257.9 (M+H)+. Reactants: Eluent A, C(=O)([O-])[O-].[Na+].[Na+] (Na2CO3), Eluent B, NH4OAc, BrC=1NC2=CC(=CC=C2C1C1CCCCC1)C(=O)OC (methyl 2-bromo-3-cyclohexyl-1H-indole-6-carboxylate), COC1=CC(=C(C=C1)B(O)O)C=O (4-methoxy-2-formylphenylboronic acid), [Li+].[Cl-] (LiCl), NH4OAc, C(=O)(C(F)(F)F)O (TFA), C(=O)(C(F)(F)F)O (TFA). Reagents/catalysts: C=1C=CC(=CC1)[P](C=2C=CC=CC2)(C=3C=CC=CC3)[Pd]([P](C=4C=CC=CC4)(C=5C=CC=CC5)C=6C=CC=CC6)([P](C=7C=CC=CC7)(C=8C=CC=CC8)C=9C=CC=CC9)[P](C=1C=CC=CC1)(C=1C=CC=CC1)C=1C=CC=CC1 (Pd(PPh3)4). Solvent: CO (MeOH), CCO.C1(=CC=CC=C1)C (EtOH toluene), CO (MeOH), CC#N (CH3CN), CC#N (CH3CN). Conditions: temperature 100 celsius. Product: C1(CCCCC1)C1=C2N(C3=CC(=CC=C13)C(=O)OC)C(C1=CC(=CC=C12)OC)O (methyl 11-cyclohexyl-6-hydroxy-8-methoxy-6H-isoindolo[2,1-a]indole-3-carboxylate). Yield: 61.5%. Reaction SMILES: C(O)(C(F)(F)F)=O.Br[C:9]1[NH:10][C:11]2[C:16]([C:17]=1[CH:18]1[CH2:23][CH2:22][CH2:21][CH2:20][CH2:19]1)=[CH:15][CH:14]=[C:13]([C:24]([O:26][CH3:27])=[O:25])[CH:12]=2.[CH3:28][O:29][C:30]1[CH:35]=[CH:34][C:33](B(O)O)=[C:32]([CH:39]=[O:40])[CH:31]=1.[Li+].[Cl-].C([O-])([O-])=O.[Na+].[Na+]>CCO.C1(C)C=CC=CC=1.C1C=CC([P]([Pd]([P](C2C=CC=CC=2)(C2C=CC=CC=2)C2C=CC=CC=2)([P](C2C=CC=CC=2)(C2C=CC=CC=2)C2C=CC=CC=2)[P](C2C=CC=CC=2)(C2C=CC=CC=2)C2C=CC=CC=2)(C2C=CC=CC=2)C2C=CC=CC=2)=CC=1.CO.CC#N>[CH:18]1([C:17]2[C:16]3[C:11](=[CH:12][C:13]([C:24]([O:26][CH3:27])=[O:25])=[CH:14][CH:15]=3)[N:10]3[CH:39]([OH:40])[C:32]4[C:33]([C:9]=23)=[CH:34][CH:35]=[C:30]([O:29][CH3:28])[CH:31]=4)[CH2:23][CH2:22][CH2:21][CH2:20][CH2:19]1 |f:3.4,5.6.7,8.9,^1:62,64,83,102|. Procedure: The general methods below were used with the following experimental procedures until indicated otherwise: LCMS data: Stop time: Gradient time+1 minute; Starting conc: 0% B unless otherwise noted; Eluent A: 5% CH3CN/95% H2O with 10 mM NH4OAc (for columns A and D); 10% MeOH/90% H2O with 0.1% TFA (for columns B and C); Eluent B: 95% CH3CN/5% H2O with 10 mM NH4OAc (for columns A and D); 90% MeOH/10% H2O with 0.1% TFA (for columns B and C); Column A: Phenomenex 10 4.6×50 mm C18; Column B: Phenomenex ...